This data is from the Open Reaction Database (ORD), a public repository of structured organic reaction records. The task is: describe an organic reaction: reactants, conditions, products, and yield The reactants are C(C)(C)(C)OC(CCSCC=1C=C(C(=O)NC2=C(C=C(C=C2)N2CCCCC2)C=2C=C(C(=O)O)C=CN2)C=CC1)=O (2-(2-(3-((3-tert-butoxy-3-oxopropylthio)methyl)benzamido)-5-(piperidin-1-yl)phenyl)isonicotinic acid), C(C(=O)Cl)(=O)Cl (oxalyl dichloride). The solvent is ClCCl (dichloromethane). Conditions: time 4 hour. Yields the product ClC(=O)C1=CC(=NC=C1)C1=C(C=CC(=C1)N1CCCCC1)NC(=O)C=1C=C(CSCCC(=O)OC(C)(C)C)C=CC1 (tert-butyl 3-(3-(2-(4-(chlorocarbonyl)pyridin-2-yl)-4-(piperidin-1-yl)phenylcarbamoyl)benzylthio)propanoate). Isolated yield 112.2%. Reaction SMILES: [C:1]([O:5][C:6](=[O:41])[CH2:7][CH2:8][S:9][CH2:10][C:11]1[CH:12]=[C:13]([CH:38]=[CH:39][CH:40]=1)[C:14]([NH:16][C:17]1[CH:22]=[CH:21][C:20]([N:23]2[CH2:28][CH2:27][CH2:26][CH2:25][CH2:24]2)=[CH:19][C:18]=1[C:29]1[CH:30]=[C:31]([CH:35]=[CH:36][N:37]=1)[C:32](O)=[O:33])=[O:15])([CH3:4])([CH3:3])[CH3:2].C(Cl)(=O)C([Cl:45])=O>ClCCl>[Cl:45][C:32]([C:31]1[CH:35]=[CH:36][N:37]=[C:29]([C:18]2[CH:19]=[C:20]([N:23]3[CH2:28][CH2:27][CH2:26][CH2:25][CH2:24]3)[CH:21]=[CH:22][C:17]=2[NH:16][C:14]([C:13]2[CH:12]=[C:11]([CH:40]=[CH:39][CH:38]=2)[CH2:10][S:9][CH2:8][CH2:7][C:6]([O:5][C:1]([CH3:4])([CH3:3])[CH3:2])=[O:41])=[O:15])[CH:30]=1)=[O:33]. Procedure: Into a 50-mL round-bottom flask purged and maintained with an inert atmosphere of nitrogen, was placed a solution of 2-(2-(3-((3-tert-butoxy-3-oxopropylthio)methyl)benzamido)-5-(piperidin-1-yl)phenyl)isonicotinic acid (170 mg, 0.30 mmol, 1.00 equiv) in dichloromethane (10 mL), and oxalyl dichloride (112 mg, 0.88 mmol, 3.00 equiv). The resulting solution was stirred for 4 h at room temperature. The resulting mixture was concentrated under vacuum to yield 200 mg of crude product a yellow solid. The reactants are I (hydriodic acid), ClC1=C(C=CC(=C1)C1(CCC(CC1)(C)C)O)O (2-chloro-4-(1-hydroxy-4,4-dimethylcyclohexyl)phenol). Solvent: C(C)(=O)O (acetic acid). The product is ClC1=C(C=CC(=C1)C1CCC(CC1)(C)C)O (2-Chloro-4-(4,4-dimethylcyclohexyl)phenol). Reaction SMILES: I.[Cl:2][C:3]1[CH:8]=[C:7]([C:9]2(O)[CH2:14][CH2:13][C:12]([CH3:16])([CH3:15])[CH2:11][CH2:10]2)[CH:6]=[CH:5][C:4]=1[OH:18]>C(O)(=O)C>[Cl:2][C:3]1[CH:8]=[C:7]([CH:9]2[CH2:10][CH2:11][C:12]([CH3:15])([CH3:16])[CH2:13][CH2:14]2)[CH:6]=[CH:5][C:4]=1[OH:18]. Procedure: 50 1 of aqueous 57% hydriodic acid solution are added to 11.8 g of 2-chloro-4-(1-hydroxy-4,4-dimethylcyclohexyl)phenol in 200 ml of acetic acid. The reaction mixture is refluxed for 3 hours and the solvents are evaporated off under reduced pressure. Aqueous 40% sodium hydroxide solution, aqueous sodium carbonate solution and then aqueous sodium hydrogen sulphate solution are added and the resulting mixture is extracted with diethyl ether. The organic phase is dried over magnesium sulphate and th... Run at temperature 0 celsius, time 30 minute. Starting materials: C(C1=CC=CC=C1)OC[C@H]1[C@@H](CCC([C@@H]1OC)(C)C)C=O ((1R,2R,3R)-2-(benzyloxymethyl)-3-methoxy-4,4-dimethylcyclohexane-1-carbaldehyde), [Br-].C(CCCCCCC)[P+](C1=CC=CC=C1)(C1=CC=CC=C1)C1=CC=CC=C1 (n-octyltriphenylphosphonium bromide). The yield is 59.6%. Reaction SMILES: [Br-].[CH2:2]([P+](C1C=CC=CC=1)(C1C=CC=CC=1)C1C=CC=CC=1)[CH2:3][CH2:4][CH2:5][CH2:6][CH2:7][CH2:8][CH3:9].[CH2:29]([O:36][CH2:37][C@@H:38]1[C@@H:43]([O:44][CH3:45])[C:42]([CH3:47])([CH3:46])[CH2:41][CH2:40][C@H:39]1[CH:48]=O)[C:30]1[CH:35]=[CH:34][CH:33]=[CH:32][CH:31]=1>O1CCCC1.CN(P(N(C)C)(N(C)C)=O)C.[Li]CCCC>[CH3:45][O:44][C@H:43]1[C:42]([CH3:46])([CH3:47])[CH2:41][CH2:40][C@@H:39](/[CH:48]=[CH:2]/[CH2:3][CH2:4][CH2:5][CH2:6][CH2:7][CH2:8][CH3:9])[C@@H:38]1[CH2:37][O:36][CH2:29][C:30]1[CH:31]=[CH:32][CH:33]=[CH:34][CH:35]=1 |f:0.1|. The product is CO[C@@H]1[C@H]([C@@H](CCC1(C)C)\C=C\CCCCCCC)COCC1=CC=CC=C1 (benzyl [(1R,2R,6S)-2-methoxy-3,3-dimethyl-6-[(E)-1-nonenyl]cyclohexyl]methyl ether). Run in O1CCCC1 (tetrahydrofuran), O1CCCC1 (tetrahydrofuran), CN(C)P(=O)(N(C)C)N(C)C (HMPA), [Li]CCCC (n-BuLi). Procedure: To a stirred solution of n-octyltriphenylphosphonium bromide (313 mg) in dry tetrahydrofuran (0.5 ml) and dry HMPA (0.5 ml), n-BuLi (0.44 ml, 1.6M solution in n-hexane) was added at 0° C. After the mixture was stirred at 0° C. for 30 min, a solution of (1R,2R,3R)-2-(benzyloxymethyl)-3-methoxy-4,4-dimethylcyclohexane-1-carbaldehyde (68 mg) in dry tetrahydrofuran (0.5 ml) was added to the resulting orange solution. The mixture was stirred at 0° C. for 30 min, and at room temperature for 2 hrs. The... Reactants: ClC(Cl)Cl, COCOc1ccc(CO)cc1CCO. Product: COCOc1ccc(C=O)cc1CCO. RXN SMILES: [CH:16]([Cl:17])([Cl:18])[Cl:19].[OH:1][CH2:2][c:3]1[cH:4][cH:5][c:6]([O:12][CH2:13][O:14][CH3:15])[c:7]([CH2:9][CH2:10][OH:11])[cH:8]1>>[O:1]=[CH:2][c:3]1[cH:4][cH:5][c:6]([O:12][CH2:13][O:14][CH3:15])[c:7]([CH2:9][CH2:10][OH:11])[cH:8]1. The reactants are C=CCN, Cc1ccc(NC(=O)c2ccnc(N3CCOCC3)c2)cc1Nc1ccnc(Cl)n1. Yields the product C=CCNc1nccc(Nc2cc(NC(=O)c3ccnc(N4CCOCC4)c3)ccc2C)n1. RXN SMILES: [CH2:31]([CH:32]=[CH2:33])[NH2:34].[Cl:1][c:2]1[n:3][cH:4][cH:5][c:6]([NH:8][c:9]2[c:10]([CH3:30])[cH:11][cH:12][c:13]([NH:15][C:16](=[O:17])[c:18]3[cH:19][c:20]([N:24]4[CH2:25][CH2:26][O:27][CH2:28][CH2:29]4)[n:21][cH:22][cH:23]3)[cH:14]2)[n:7]1>>[c:2]1([NH:34][CH2:31][CH:32]=[CH2:33])[n:3][cH:4][cH:5][c:6]([NH:8][c:9]2[c:10]([CH3:30])[cH:11][cH:12][c:13]([NH:15][C:16](=[O:17])[c:18]3[cH:19][c:20]([N:24]4[CH2:25][CH2:26][O:27][CH2:28][CH2:29]4)[n:21][cH:22][cH:23]3)[cH:14]2)[n:7]1.